Dataset: the Open Reaction Database (ORD), a public repository of structured organic reaction records. Task: describe an organic reaction: reactants, conditions, products, and yield Starting materials: CC1=CCC2CC1C2(C)C (α-pinene), CC1CCC(C=C1)C(=C)C (isolimonene). The product is C1(=CC=C(CC1)C(C)C)C (menthadiene). Isolated yield 82.0%. Reaction SMILES: [CH3:1][C:2]1[CH:7]2[C:8]([CH3:10])([CH3:9])[CH:5]([CH2:6]2)[CH2:4][CH:3]=1.CC1C=CC(C(C)=C)CC1>>[C:2]1([CH3:1])[CH2:7][CH2:6][C:5]([CH:8]([CH3:10])[CH3:9])=[CH:4][CH:3]=1. Reported procedure: The procedure of Example 1 is repeated, except that the α-pinene is substituted, on a weight-for-weight basis, with isolimonene or 2,8-p.menthadiene, to give, in a yield of 82%, a 2A grade resin having a Ring and Ball value of 95° C.